This data is from the Open Reaction Database (ORD), a public repository of structured organic reaction records. The task is: describe an organic reaction: reactants, conditions, products, and yield Starting materials: C(#N)C=1C=C(C=CC1)NC1CCN(CC1)C(=O)OC(C)(C)C (1,1-Dimethylethyl 4-[(3-cyanophenyl)amino]-1-piperidinecarboxylate), C(=O)(C(F)(F)F)O (TFA). The solvent is C(Cl)Cl (DCM). Run at time 1 hour. Yields the product N1CCC(CC1)NC=1C=C(C#N)C=CC1 (3-(4-Piperidinylamino)benzonitrile). Yield: 125.3%. RXN SMILES: [C:1]([C:3]1[CH:4]=[C:5]([NH:9][CH:10]2[CH2:15][CH2:14][N:13](C(OC(C)(C)C)=O)[CH2:12][CH2:11]2)[CH:6]=[CH:7][CH:8]=1)#[N:2].C(O)(C(F)(F)F)=O>C(Cl)Cl>[NH:13]1[CH2:12][CH2:11][CH:10]([NH:9][C:5]2[CH:4]=[C:3]([CH:8]=[CH:7][CH:6]=2)[C:1]#[N:2])[CH2:15][CH2:14]1. Procedure: A solution of 1,1-dimethylethyl 4-[(3-cyanophenyl)amino]-1-piperidinecarboxylate (D5) (750 mg, 2.43 mmol) in DCM (30 ml) was cooled in an ice bath and TFA (6 ml) was added. The reaction mixture was then stirred at room temperature for 1 h. The solvent was removed in vacuo and the residue loaded onto an Isolute SCX cartridge. Elution with MeOH (100 ml) followed by 2M NH3 in MeOH (100 ml) gave the title compound as a white solid (613 mg). δH (CDCl3, 250 MHz) 7.21 (2H, t), 6.93 (1H, m), 6.77 (2H, m... The reactants are C(CC)C1=NC2=C(N1CC1=CC=C(C=C1)C1=C(C=CC=C1)C#N)C=C(C=C2Cl)N2C(C1=CC=CC=C1C2)=O (4'-[(2-n-propyl-4-chloro-6-(1-oxo-isoindolin-2-yl)-benzimidazol-1-yl)-methyl]-2-cyano-biphenyl), [N-]=[N+]=[N-].[Na+] (sodium azide). The solvent is CN(C=O)C (dimethylformamide). Product: C(CC)C1=NC2=C(N1CC1=CC=C(C=C1)C1=C(C=CC=C1)C1=NN=NN1)C=C(C=C2Cl)N2C(C1=CC=CC=C1C2)=O (4'-[(2-n-Propyl-4-chloro-6-(1-oxo-isoindolin-2-yl)-benzimidazol-1-yl)-methyl]-2-(1H-tetrazol-5-yl)-biphenyl). RXN SMILES: [CH2:1]([C:4]1[N:8]([CH2:9][C:10]2[CH:15]=[CH:14][C:13]([C:16]3[CH:21]=[CH:20][CH:19]=[CH:18][C:17]=3[C:22]#[N:23])=[CH:12][CH:11]=2)[C:7]2[CH:24]=[C:25]([N:29]3[CH2:37][C:36]4[C:31](=[CH:32][CH:33]=[CH:34][CH:35]=4)[C:30]3=[O:38])[CH:26]=[C:27]([Cl:28])[C:6]=2[N:5]=1)[CH2:2][CH3:3].[N-:39]=[N+:40]=[N-:41].[Na+]>CN(C)C=O>[CH2:1]([C:4]1[N:8]([CH2:9][C:10]2[CH:15]=[CH:14][C:13]([C:16]3[CH:21]=[CH:20][CH:19]=[CH:18][C:17]=3[C:22]3[NH:41][N:40]=[N:39][N:23]=3)=[CH:12][CH:11]=2)[C:7]2[CH:24]=[C:25]([N:29]3[CH2:37][C:36]4[C:31](=[CH:32][CH:33]=[CH:34][CH:35]=4)[C:30]3=[O:38])[CH:26]=[C:27]([Cl:28])[C:6]=2[N:5]=1)[CH2:2][CH3:3] |f:1.2|. Reported procedure: Prepared analogously to Example 10 from 4'-[(2-n-propyl-4-chloro-6-(1-oxo-isoindolin-2-yl)-benzimidazol-1-yl)-methyl]-2-cyano-biphenyl and sodium azide in dimethylformamide. Reactants: [OH-].[Na+] (sodium hydroxide), [H][H] (hydrogen), [Cl-].[Na+] (sodium chloride), CSC.B (borane-dimethy sulfide), CC1(CCC(CC1)=C)C(=O)OC (methyl 1-methyl-4-methylene-1-cyclohexanecarboxylate), resultant solution, resultant solution, OO (hydrogen peroxide). Solvent: C1CCOC1 (THF), O (water), C1CCOC1 (THF). The product is OCC1CCC(CC1)(C(=O)OC)C (methyl 4-hydroxymethyl-1-methyl-1-cyclohexanecarboxylate). As a reaction SMILES: CSC.B.[CH3:5][C:6]1([C:13]([O:15][CH3:16])=[O:14])[CH2:11][CH2:10][C:9](=[CH2:12])[CH2:8][CH2:7]1.[H][H].[OH-:19].[Na+].OO.[Cl-].[Na+]>C1COCC1.O>[OH:19][CH2:12][CH:9]1[CH2:8][CH2:7][C:6]([CH3:5])([C:13]([O:15][CH3:16])=[O:14])[CH2:11][CH2:10]1 |f:0.1,4.5,7.8|. Procedure details: Under an argon stream, 12 ml of borane-dimethy sulfide complex (THF 2M solution) was added to a solution of 7 g of methyl 1-methyl-4-methylene-1-cyclohexanecarboxylate (Example 41) in 200 ml of THF, under ice-cooling. The resultant solution was reacted for 2.5 hours at room temperature. Then, 100 ml of purified water was added to the reaction solution. After hydrogen gas ceases to be generated, 50 ml of 3N aqueous sodium hydroxide solution was added to the solution under ice-cooling. Ten minutes...